From a dataset of the Open Reaction Database (ORD), a public repository of structured organic reaction records. describe an organic reaction: reactants, conditions, products, and yield The reactants are C1CCOC1, CO, [Li+], [OH-], CCOC(=O)CC1OB(O)c2cc(Oc3nnc(C(=N)NO)s3)cc(C)c21. Yields the product Cc1cc(Oc2nnc(C(=N)NO)s2)cc2c1C(CC(=O)O)OB2O. Reaction SMILES: [CH2:30]1[O:31][CH2:32][CH2:33][CH2:34]1.[CH3:35][OH:36].[Li+:29].[OH-:28].[OH:1][B:2]1[O:3][CH:4]([CH2:22][C:23](=[O:24])[O:25][CH2:26][CH3:27])[c:5]2[c:6]1[cH:7][c:8]([O:12][c:13]1[s:14][c:15]([C:18]([NH:19][OH:20])=[NH:21])[n:16][n:17]1)[cH:9][c:10]2[CH3:11]>>[OH:1][B:2]1[O:3][CH:4]([CH2:22][C:23](=[O:24])[OH:25])[c:5]2[c:6]1[cH:7][c:8]([O:12][c:13]1[s:14][c:15]([C:18]([NH:19][OH:20])=[NH:21])[n:16][n:17]1)[cH:9][c:10]2[CH3:11]. Starting materials: CC(=O)O, COc1cc2ncc(C(N)=O)c(Cl)c2cc1OC, Cc1c(N)cccc1O, [Na+], O=C([O-])O, CN(C)C=O, O. The product is COc1cc2ncc(C(N)=O)c(Nc3cccc(O)c3C)c2cc1OC. RXN SMILES: [CH3:28][C:29](=[O:30])[OH:31].[Cl:1][c:2]1[c:3]([C:16](=[O:17])[NH2:18])[cH:4][n:5][c:6]2[cH:7][c:8]([O:14][CH3:15])[c:9]([O:12][CH3:13])[cH:10][c:11]12.[NH2:19][c:20]1[c:21]([CH3:27])[c:22]([OH:26])[cH:23][cH:24][cH:25]1.[Na+:36].[O-:32][C:33]([OH:34])=[O:35].[O:37]=[CH:38][N:39]([CH3:40])[CH3:41].[OH2:42]>>[c:2]1([NH:19][c:20]2[c:21]([CH3:27])[c:22]([OH:26])[cH:23][cH:24][cH:25]2)[c:3]([C:16](=[O:17])[NH2:18])[cH:4][n:5][c:6]2[cH:7][c:8]([O:14][CH3:15])[c:9]([O:12][CH3:13])[cH:10][c:11]12. The reactants are C1(CC1)C(=O)Cl (cyclopropanecarbonyl chloride), CC1(CC1)C(=O)O (1-methylcyclopropanecarboxylic acid), Cl.C(C)(C)(C)NCC(=O)C1=CC(=C(C=C1)OC(=O)C1CC1)OC(=O)C1CC1 (3,4-bis(cyclopropanecarbonyloxy)phenyl tert-butylaminomethyl ketone hydrochloride), C1(CC1)C(=O)O (cyclopropanecarboxylic acid), CC1(CC1)C(=O)Cl (1-methylcyclopropanecarbonyl chloride). Product: Cl.C1(CC1)C(=O)OC=1C=C(C(CNC(C)(C)C)O)C=CC1OC(=O)C1CC1 (3,4-bis(cyclopropanecarbonyloxy)-alpha-(tert-butylaminomethyl)-benzyl alcohol hydrochloride). As a reaction SMILES: C1(C([Cl:6])=O)CC1.C1(C(O)=O)CC1.CC1(C(Cl)=O)CC1.CC1(C(O)=O)CC1.Cl.[C:28]([NH:32][CH2:33][C:34]([C:36]1[CH:41]=[CH:40][C:39]([O:42][C:43]([CH:45]2[CH2:47][CH2:46]2)=[O:44])=[C:38]([O:48][C:49]([CH:51]2[CH2:53][CH2:52]2)=[O:50])[CH:37]=1)=[O:35])([CH3:31])([CH3:30])[CH3:29]>>[ClH:6].[CH:51]1([C:49]([O:48][C:38]2[CH:37]=[C:36]([CH:41]=[CH:40][C:39]=2[O:42][C:43]([CH:45]2[CH2:47][CH2:46]2)=[O:44])[CH:34]([OH:35])[CH2:33][NH:32][C:28]([CH3:31])([CH3:29])[CH3:30])=[O:50])[CH2:53][CH2:52]1 |f:4.5,6.7|. Reported procedure: When cyclopropanecarbonyl chloride and cyclopropanecarboxylic acid are substituted for the 1-methylcyclopropanecarbonyl chloride and 1-methylcyclopropanecarboxylic acid, respectively, in the procedure described in Example 13A above, the acylation product obtained is 3,4-bis(cyclopropanecarbonyloxy)phenyl tert-butylaminomethyl ketone hydrochloride; and when this product is catalytically hydrogenated using the procedure described in Example 13B above, there is obtained 3,4-bis(cyclopropanecarbonyl... Yields the product O=S1(N=C(NC2=C1C=CC=C2)C2=C(C1=C(N(C2=O)N=CC2=CC(=CC=C2)C)C=CS1)O)=O (6-(1,1-dioxido-4H-1,2,4-benzothiadiazin-3-yl)-7-hydroxy-4-{[(3-methylphenyl)methylene]amino}thieno[3,2-b]pyridin-5(4H)-one). Reaction conditions: temperature 25 celsius. Yield: 73.0%. Reported procedure: The product of Example 268D (0.10 g, 0.27 mmol) was reacted with 3-methylbenzaldehyde (0.5 g, 4.2 mmol) in N,N-dimethylacetamide (3 mL) in a sealed tube at 130° C. for 40 minutes in a microwave reactor. The reaction was cooled to 25° C. and concentrated under vacuum. The resulting residue was triturated with diethyl ether and filtered to give the title compound (0.092, 73%). The solvent is CN(C(C)=O)C (N,N-dimethylacetamide). Reaction SMILES: [NH2:1][N:2]1[C:7](=[O:8])[C:6]([C:9]2[NH:14][C:13]3[CH:15]=[CH:16][CH:17]=[CH:18][C:12]=3[S:11](=[O:20])(=[O:19])[N:10]=2)=[C:5]([OH:21])[C:4]2[S:22][CH:23]=[CH:24][C:3]1=2.[CH3:25][C:26]1[CH:27]=[C:28]([CH:31]=[CH:32][CH:33]=1)[CH:29]=O>CN(C)C(=O)C>[O:19]=[S:11]1(=[O:20])[C:12]2[CH:18]=[CH:17][CH:16]=[CH:15][C:13]=2[NH:14][C:9]([C:6]2[C:7](=[O:8])[N:2]([N:1]=[CH:25][C:26]3[CH:33]=[CH:32][CH:31]=[C:28]([CH3:29])[CH:27]=3)[C:3]3[CH:24]=[CH:23][S:22][C:4]=3[C:5]=2[OH:21])=[N:10]1. Reactants: NN1C2=C(C(=C(C1=O)C1=NS(C3=C(N1)C=CC=C3)(=O)=O)O)SC=C2 (4-amino-6-(1,1-dioxido-4H-1,2,4-benzothiadiazin-3-yl)-7-hydroxythieno[3,2-b]pyridin 5(4H)-one), CC=1C=C(C=O)C=CC1 (3-methylbenzaldehyde).